This data is from the Open Reaction Database (ORD), a public repository of structured organic reaction records. The task is: describe an organic reaction: reactants, conditions, products, and yield The reactants are COc1nc(SC)nc2[nH]cc(C)c12, COCCOC, O=C(c1ccc(F)cc1)c1ccc(CBr)cc1. Yields the product COc1nc(SC)nc2c1c(C)cn2Cc1ccc(C(=O)c2ccc(F)cc2)cc1. RXN SMILES: [CH3:1][O:2][c:3]1[c:4]2[c:5]([n:6][c:7]([S:9][CH3:10])[n:8]1)[nH:11][cH:12][c:13]2[CH3:14].[CH3:32][O:33][CH2:34][CH2:35][O:36][CH3:37].[F:15][c:16]1[cH:17][cH:18][c:19]([C:20](=[O:21])[c:22]2[cH:23][cH:24][c:25]([CH2:26][Br:27])[cH:28][cH:29]2)[cH:30][cH:31]1>>[CH3:1][O:2][c:3]1[c:4]2[c:5]([n:6][c:7]([S:9][CH3:10])[n:8]1)[n:11]([CH2:26][c:25]1[cH:24][cH:23][c:22]([C:20]([c:19]3[cH:18][cH:17][c:16]([F:15])[cH:31][cH:30]3)=[O:21])[cH:29][cH:28]1)[cH:12][c:13]2[CH3:14].